From a dataset of the Open Reaction Database (ORD), a public repository of structured organic reaction records. describe an organic reaction: reactants, conditions, products, and yield Reactants: N1=C(N=CC=C1)S (2-pyrimidinethiol), Cl.Cl.ClCCN1CCC(CC1)NC1=NC2=C(N1CC1=CC=C(C=C1)F)C=CC=C2 (N-[1-(2-chloroethyl)-4-piperidinyl]-1-(4-fluorophenylmethyl)-1H-benzimidazol-2-amine dihydrochloride), C([O-])([O-])=O.[K+].[K+] (potassium carbonate). Solvent: CC(C)=O (2-propanone). Run at time 3 day. The product is FC1=CC=C(C=C1)CN1C(=NC2=C1C=CC=C2)NC2CCN(CC2)CCSC2=NC=CC=N2 (1-[(4-fluorophenyl)methyl]-N-[1-[2-(2-pyrimidinylthio)ethyl]-4-piperidinyl]-1H-benzimidazol-2-amine). Isolated yield 35.8%. RXN SMILES: [N:1]1[CH:6]=[CH:5][CH:4]=[N:3][C:2]=1[SH:7].Cl.Cl.Cl[CH2:11][CH2:12][N:13]1[CH2:18][CH2:17][CH:16]([NH:19][C:20]2[N:24]([CH2:25][C:26]3[CH:31]=[CH:30][C:29]([F:32])=[CH:28][CH:27]=3)[C:23]3[CH:33]=[CH:34][CH:35]=[CH:36][C:22]=3[N:21]=2)[CH2:15][CH2:14]1.C(=O)([O-])[O-].[K+].[K+]>CC(=O)C>[F:32][C:29]1[CH:30]=[CH:31][C:26]([CH2:25][N:24]2[C:23]3[CH:33]=[CH:34][CH:35]=[CH:36][C:22]=3[N:21]=[C:20]2[NH:19][CH:16]2[CH2:15][CH2:14][N:13]([CH2:12][CH2:11][S:7][C:2]3[N:3]=[CH:4][CH:5]=[CH:6][N:1]=3)[CH2:18][CH2:17]2)=[CH:27][CH:28]=1 |f:1.2.3,4.5.6|. Reported procedure: A mixture of 1.12 parts of 2-pyrimidinethiol, 4.6 parts of N-[1-(2-chloroethyl)-4-piperidinyl]-1-(4-fluorophenylmethyl)-1H-benzimidazol-2-amine dihydrochloride, 4 parts of potassium carbonate and 80 parts of 2-propanone was stirred for 3 days at room temperature. The reaction mixture was filtered and the filtraate was evaporated. The residue was purified by column-chromatography over silica gel using a mixture of trichloromethane and methanol (95:5 by volume) as eluent. The pure fractions were c... The reactants are CCOC(=O)C(C)OC(Cc1ccc(-c2cccc(Cl)c2)cc1)C(=O)OCc1ccccc1, CCOC(C)=O. Product: CCOC(=O)C(C)OC(Cc1ccc(-c2cccc(Cl)c2)cc1)C(=O)O. RXN SMILES: [CH2:1]([c:2]1[cH:3][cH:4][cH:5][cH:6][cH:7]1)[O:8][C:9]([CH:10]([CH2:11][c:12]1[cH:13][cH:14][c:15](-[c:18]2[cH:19][c:20]([Cl:24])[cH:21][cH:22][cH:23]2)[cH:16][cH:17]1)[O:25][CH:26]([CH3:27])[C:28](=[O:29])[O:30][CH2:31][CH3:32])=[O:33].[CH3:34][CH2:35][O:36][C:37]([CH3:38])=[O:39]>>[O:8]=[C:9]([CH:10]([CH2:11][c:12]1[cH:13][cH:14][c:15](-[c:18]2[cH:19][c:20]([Cl:24])[cH:21][cH:22][cH:23]2)[cH:16][cH:17]1)[O:25][CH:26]([CH3:27])[C:28](=[O:29])[O:30][CH2:31][CH3:32])[OH:33]. Reactants: O=C(O)c1ccc([N+](=O)[O-])cc1, NN. Yields the product NNC(=O)c1ccc([N+](=O)[O-])cc1. RXN SMILES: [N+:1](=[O:2])([O-:3])[c:4]1[cH:5][cH:6][c:7]([C:8](=[O:9])[OH:10])[cH:11][cH:12]1.[NH2:13][NH2:14]>>[N+:1](=[O:2])([O-:3])[c:4]1[cH:5][cH:6][c:7]([C:8](=[O:9])[NH:13][NH2:14])[cH:11][cH:12]1. Reactants: C(C)OC(C1=C(N=CC=C1)N)=O (2-amino-nicotinic acid ethyl ester), Cl (HCl), ClOC(C)(C)C (tert-butyl hypochlorite), ClOC(C)(C)C (tert-butyl hypochlorite). Solvent: CO (methanol). Conditions: time 8 hour. The product is C(C)OC(C1=C(N=CC(=C1)Cl)N)=O (2-Amino-5-chloro-nicotinic acid ethyl ester). Yield: 34.5%. As a reaction SMILES: [CH2:1]([O:3][C:4](=[O:12])[C:5]1[CH:10]=[CH:9][CH:8]=[N:7][C:6]=1[NH2:11])[CH3:2].Cl.[Cl:14]OC(C)(C)C>CO>[CH2:1]([O:3][C:4](=[O:12])[C:5]1[CH:10]=[C:9]([Cl:14])[CH:8]=[N:7][C:6]=1[NH2:11])[CH3:2]. Reported procedure: A solution of 2-amino-nicotinic acid ethyl ester (3.60 g, 21.7 mMol) in methanol (100 mL) was treated with HCl gas via sparge tube for 5 minutes, causing the colorless solution to turn yellow. The solution was concentrated in-vacuo, then stripped from methanol (2×50 mL) to remove excess HCl. The residue was dissolved in methanol (100 mL), treated with tert-butyl hypochlorite (2.6 g, 23.8 mMol), and the mixture was allowed to stir overnight at room temperature. Analysis by TLC showed that some st...